Dataset: the Open Reaction Database (ORD), a public repository of structured organic reaction records. Task: describe an organic reaction: reactants, conditions, products, and yield Reactants: ClC1=C(C=NC2=CC=C(C=C12)CC)[N+](=O)[O-] (4-Chloro-6-ethyl-3-nitro-quinoline), ClC1=C(N)C=CC=C1 (2-chloroaniline). The solvent is C(C)(=O)O (acetic acid). Product: ClC1=C(C=CC=C1)NC1=C(C=NC2=CC=C(C=C12)CC)[N+](=O)[O-] ((2-Chloro-phenyl)-(6-ethyl-3-nitro-quinolin-4-yl)-amine). As a reaction SMILES: Cl[C:2]1[C:11]2[C:6](=[CH:7][CH:8]=[C:9]([CH2:12][CH3:13])[CH:10]=2)[N:5]=[CH:4][C:3]=1[N+:14]([O-:16])=[O:15].[Cl:17][C:18]1[CH:24]=[CH:23][CH:22]=[CH:21][C:19]=1[NH2:20]>C(O)(=O)C>[Cl:17][C:18]1[CH:24]=[CH:23][CH:22]=[CH:21][C:19]=1[NH:20][C:2]1[C:11]2[C:6](=[CH:7][CH:8]=[C:9]([CH2:12][CH3:13])[CH:10]=2)[N:5]=[CH:4][C:3]=1[N+:14]([O-:16])=[O:15]. Procedure details: The title compound is prepared in analogy to Example 19d starting from 0.7 g (2.957 mmol) of 4-chloro-6-ethyl-3-nitro-quinoline (Example 49e) and 0.37 g (3.55 mmol) 2-chloroaniline in 3 ml acetic acid. Crystallization from ethyl acetate-hexane. mp: 134-136° C.; MS: 328 (M++1); HPLC: tret=10.61 min (Grad 1).